This data is from the Open Reaction Database (ORD), a public repository of structured organic reaction records. The task is: describe an organic reaction: reactants, conditions, products, and yield Reactants: COc1ccc2cc3c(cc2c1)C(=O)OC3=O, Cl, c1ccncc1. Yields the product O=C1OC(=O)c2cc3cc(O)ccc3cc21. RXN SMILES: [CH3:1][O:2][c:3]1[cH:4][c:5]2[cH:6][c:7]3[c:8]([cH:9][c:10]2[cH:11][cH:12]1)[C:13](=[O:14])[O:15][C:16]3=[O:17].[ClH:18].[n:19]1[cH:20][cH:21][cH:22][cH:23][cH:24]1>>[OH:2][c:3]1[cH:4][c:5]2[cH:6][c:7]3[c:8]([cH:9][c:10]2[cH:11][cH:12]1)[C:13](=[O:14])[O:15][C:16]3=[O:17]. The reactants are O=C1CCCC=2C(=CC(=[O+]C21)C2=CC=CC=C2)C2=CC=CC=C2.F[B-](F)(F)F (5,6,7,8-tetrahydro-8-oxo-2,4-diphenyl-1-benzopyrylium tetrafluoroborate), C(N)([O-])=O.[NH4+] (ammonium carbamate). Run in O (water). Run at time 24 hour. The product is C1(=CC=CC=C1)C1=NC=2C(CCCC2C(=C1)C1=CC=CC=C1)=O (6,7-dihydro-2,4-diphenylquinolin-8(5H)-one). As a reaction SMILES: [O:1]=[C:2]1[C:11]2[O+]=[C:9]([C:12]3[CH:17]=[CH:16][CH:15]=[CH:14][CH:13]=3)[CH:8]=[C:7]([C:18]3[CH:23]=[CH:22][CH:21]=[CH:20][CH:19]=3)[C:6]=2[CH2:5][CH2:4][CH2:3]1.F[B-](F)(F)F.C(=O)([O-])[NH2:30].[NH4+]>O>[C:12]1([C:9]2[CH:8]=[C:7]([C:18]3[CH:23]=[CH:22][CH:21]=[CH:20][CH:19]=3)[C:6]3[CH2:5][CH2:4][CH2:3][C:2](=[O:1])[C:11]=3[N:30]=2)[CH:17]=[CH:16][CH:15]=[CH:14][CH:13]=1 |f:0.1,2.3|. Procedure: A mixture of 5,6,7,8-tetrahydro-8-oxo-2,4-diphenyl-1-benzopyrylium-tetrafluoroborate (2) and ammonium carbamate (63.1 g, 808 mmol) in 600 mL water is agitated for 24 hours at room temperature. The medium turned cacao after a while and the precipitate gets thicker as the reaction proceeds. Starting materials: C=C1N(C)c2ccc(OC(F)(F)F)cc2C1(C)C, CCO, O=Nc1c(O)ccc2ccccc12. The product is CN1c2ccc(OC(F)(F)F)cc2C(C)(C)C12C=Nc1c(ccc3ccccc13)O2. RXN SMILES: [CH3:14][N:15]1[C:16](=[CH2:31])[C:17]([CH3:29])([CH3:30])[c:18]2[cH:19][c:20]([O:24][C:25]([F:26])([F:27])[F:28])[cH:21][cH:22][c:23]21.[CH3:32][CH2:33][OH:34].[N:1](=[O:2])[c:3]1[c:4]([OH:13])[cH:5][cH:6][c:7]2[cH:8][cH:9][cH:10][cH:11][c:12]12>>[N:1]1=[CH:31][C:16]2([O:13][c:4]3[c:3]1[c:12]1[c:7]([cH:6][cH:5]3)[cH:8][cH:9][cH:10][cH:11]1)[N:15]([CH3:14])[c:23]1[c:18]([cH:19][c:20]([O:24][C:25]([F:26])([F:27])[F:28])[cH:21][cH:22]1)[C:17]2([CH3:29])[CH3:30]. The reactants are COc1cc2c(Oc3ccc4[nH]c(C)cc4c3F)ccnc2cc1OCCN1CC(=O)C2(CC2)C1, [H-], [Na+], CN(C)C=O. The product is COc1cc2c(Oc3ccc4[nH]c(C)cc4c3F)ccnc2cc1OCCN1CC(OC)C2(CC2)C1. RXN SMILES: [F:1][c:2]1[c:3]2[cH:4][c:5]([CH3:35])[nH:6][c:7]2[cH:8][cH:9][c:10]1[O:11][c:12]1[cH:13][cH:14][n:15][c:16]2[cH:17][c:18]([O:24][CH2:25][CH2:26][N:27]3[CH2:28][C:29]4([CH2:30][CH2:31]4)[C:32](=[O:34])[CH2:33]3)[c:19]([O:22][CH3:23])[cH:20][c:21]12.[H-:37].[Na+:36].[O:38]=[CH:39][N:40]([CH3:41])[CH3:42]>>[F:1][c:2]1[c:3]2[cH:4][c:5]([CH3:35])[nH:6][c:7]2[cH:8][cH:9][c:10]1[O:11][c:12]1[cH:13][cH:14][n:15][c:16]2[cH:17][c:18]([O:24][CH2:25][CH2:26][N:27]3[CH2:28][C:29]4([CH2:30][CH2:31]4)[CH:32]([O:34][CH3:39])[CH2:33]3)[c:19]([O:22][CH3:23])[cH:20][c:21]12. The reactants are ClC1=CC(=C(CN2N=CC3=CC(=CC=C23)\C=C/2\C(NC(S2)=O)=O)C=C1)C(F)(F)F ((5Z)-5-({1-[4-chloro-2-(trifluoromethyl)benzyl]-1H-indazol-5-yl}methylidene)-2,4-dioxo-1,3-thiazolidine), C(C)NCCO (2-(ethylamino)ethanol). The product is ClC1=CC(=C(CN2N=CC3=CC(=CC=C23)\C=C/2\C(N(C(S2)=O)CCNCC)=O)C=C1)C(F)(F)F ((5Z)-5-({1-[4-Chloro-2-(trifluoromethyl)benzyl]-1H-indazol-5-yl}methylidene)-3-[2-(ethylamino)ethyl]-1,3-thiazolidine-2,4-dione). Reaction SMILES: [Cl:1][C:2]1[CH:25]=[CH:24][C:5]([CH2:6][N:7]2[C:15]3[C:10](=[CH:11][C:12](/[CH:16]=[C:17]4/[C:18](=[O:23])[NH:19][C:20](=[O:22])[S:21]/4)=[CH:13][CH:14]=3)[CH:9]=[N:8]2)=[C:4]([C:26]([F:29])([F:28])[F:27])[CH:3]=1.[CH2:30]([NH:32][CH2:33][CH2:34]O)[CH3:31]>>[Cl:1][C:2]1[CH:25]=[CH:24][C:5]([CH2:6][N:7]2[C:15]3[C:10](=[CH:11][C:12](/[CH:16]=[C:17]4/[C:18](=[O:23])[N:19]([CH2:31][CH2:30][NH:32][CH2:33][CH3:34])[C:20](=[O:22])[S:21]/4)=[CH:13][CH:14]=3)[CH:9]=[N:8]2)=[C:4]([C:26]([F:27])([F:29])[F:28])[CH:3]=1. Reported procedure: (5Z)-5-({1-[4-Chloro-2-(trifluoromethyl)benzyl]-1H-indazol-5-yl}methylidene)-3-[2-(ethylamino)ethyl]-1,3-thiazolidine-2,4-dione was prepared from [(5Z)-5-({1-[4-chloro-2-(trifluoromethyl)benzyl]-1H-indazol-5-yl}methylidene)-2,4-dioxo-1,3-thiazolidine (from Example 1) and 2-(ethylamino)ethanol following General Procedure K.